This data is from the Open Reaction Database (ORD), a public repository of structured organic reaction records. The task is: describe an organic reaction: reactants, conditions, products, and yield Reactants: C=C(C)c1ccc(OC)c(-c2cc(OC)c(OC)cc2CN(Cc2cc(C#N)cc(C(F)(F)F)c2)c2ncc(OCCCC(=O)O)cn2)n1, C, CO, [Pd]. Yields the product COc1cc(CN(Cc2cc(C#N)cc(C(F)(F)F)c2)c2ncc(OCCCC(=O)O)cn2)c(-c2nc(C(C)C)ccc2OC)cc1OC. RXN SMILES: [C:1](#[N:2])[c:3]1[cH:4][c:5]([CH2:6][N:7]([c:8]2[n:9][cH:10][c:11]([O:14][CH2:15][CH2:16][CH2:17][C:18](=[O:19])[OH:20])[cH:12][n:13]2)[CH2:21][c:22]2[c:23](-[c:32]3[n:33][c:34]([C:40](=[CH2:41])[CH3:42])[cH:35][cH:36][c:37]3[O:38][CH3:39])[cH:24][c:25]([O:30][CH3:31])[c:26]([O:28][CH3:29])[cH:27]2)[cH:43][c:44]([C:46]([F:47])([F:48])[F:49])[cH:45]1.[C:52].[CH3:50][OH:51].[Pd:53]>>[C:1](#[N:2])[c:3]1[cH:4][c:5]([CH2:6][N:7]([c:8]2[n:9][cH:10][c:11]([O:14][CH2:15][CH2:16][CH2:17][C:18](=[O:19])[OH:20])[cH:12][n:13]2)[CH2:21][c:22]2[c:23](-[c:32]3[n:33][c:34]([CH:40]([CH3:41])[CH3:42])[cH:35][cH:36][c:37]3[O:38][CH3:39])[cH:24][c:25]([O:30][CH3:31])[c:26]([O:28][CH3:29])[cH:27]2)[cH:43][c:44]([C:46]([F:47])([F:48])[F:49])[cH:45]1.